From a dataset of the Open Reaction Database (ORD), a public repository of structured organic reaction records. describe an organic reaction: reactants, conditions, products, and yield Reactants: ClC=1C=C(C=CC1)C1=C(C(N(C2=NC(=CC=C12)C)CC)=O)NC(OCC)=O (ethyl N-[4-(3-chlorophenyl)-1-ethyl-7-methyl-2-oxo-1,2-dihydro-1,8-naphthyridin-3-yl]carbamate). Solvent: C(C)O (ethanol), O (water). Conditions: temperature 100 celsius. The product is NC=1C(N(C2=NC(=CC=C2C1C1=CC(=CC=C1)Cl)C)CC)=O (3-amino-4-(3-chlorophenyl)-1-ethyl-7-methyl-1,8-naphthyridin-2(1H)-one). RXN SMILES: [Cl:1][C:2]1[CH:3]=[C:4]([C:8]2[C:17]3[C:12](=[N:13][C:14]([CH3:18])=[CH:15][CH:16]=3)[N:11]([CH2:19][CH3:20])[C:10](=[O:21])[C:9]=2[NH:22]C(=O)OCC)[CH:5]=[CH:6][CH:7]=1>C(O)C.O>[NH2:22][C:9]1[C:10](=[O:21])[N:11]([CH2:19][CH3:20])[C:12]2[C:17]([C:8]=1[C:4]1[CH:5]=[CH:6][CH:7]=[C:2]([Cl:1])[CH:3]=1)=[CH:16][CH:15]=[C:14]([CH3:18])[N:13]=2. Procedure: A 720 mg portion of ethyl N-[4-(3-chlorophenyl)-1-ethyl-7-methyl-2-oxo-1,2-dihydro-1,8-naphthyridin-3-yl]carbamate was stirred in 40 ml of an ethanol-3M sodium hydroxide aqueous solution (1:1) under heating at an oil bath temperature of 100° C. for 4 hours. After cooling to room temperature, the reaction mixture was diluted with water and then extracted with ethyl acetate. The organic layer was washed with saturated brine and the solvent was evaporated. The resulting residue was purified by a si... The reactants are CN1N=C(C=C1C)NC(C1=CC(=CC(=C1)O)OC(CF)CF)=O (N-(1,5-dimethyl-1H-pyrazol-3-yl)-3-{[2-fluoro-1-(fluoromethyl)ethyl]oxy}-5-hydroxybenzamide), C([O-])([O-])=O.[K+].[K+] (potassium carbonate), N1(CCC1)C(=O)C=1C=C(C(=NC1)Cl)Cl (5-(azetidin-1-ylcarbonyl)-2,3-dichloropyridine). Run in C(C)#N (acetonitrile). Run at temperature 120 celsius. Product: N1(CCC1)C(=O)C=1C=C(C(=NC1)OC=1C=C(C(=O)NC2=NN(C(=C2)C)C)C=C(C1)OC(CF)CF)Cl (3-{[5-(Azetidin-1-ylcarbonyl)-3-chloropyridin-2-yl]oxy}-N-(1,5-dimethyl-1H-pyrazol-3-yl)-5-{[2-fluoro-1-(fluoromethyl)ethyl]oxy}benzamide). The yield is 55.2%. Reaction SMILES: [CH3:1][N:2]1[C:6]([CH3:7])=[CH:5][C:4]([NH:8][C:9](=[O:23])[C:10]2[CH:15]=[C:14]([OH:16])[CH:13]=[C:12]([O:17][CH:18]([CH2:21][F:22])[CH2:19][F:20])[CH:11]=2)=[N:3]1.C(=O)([O-])[O-].[K+].[K+].[N:30]1([C:34]([C:36]2[CH:37]=[C:38]([Cl:43])[C:39](Cl)=[N:40][CH:41]=2)=[O:35])[CH2:33][CH2:32][CH2:31]1>C(#N)C>[N:30]1([C:34]([C:36]2[CH:37]=[C:38]([Cl:43])[C:39]([O:16][C:14]3[CH:15]=[C:10]([CH:11]=[C:12]([O:17][CH:18]([CH2:19][F:20])[CH2:21][F:22])[CH:13]=3)[C:9]([NH:8][C:4]3[CH:5]=[C:6]([CH3:7])[N:2]([CH3:1])[N:3]=3)=[O:23])=[N:40][CH:41]=2)=[O:35])[CH2:33][CH2:32][CH2:31]1 |f:1.2.3|. Procedure details: A solution of N-(1,5-dimethyl-1H-pyrazol-3-yl)-3-{[2-fluoro-1-(fluoromethyl)ethyl]oxy}-5-hydroxybenzamide (0.61 mmol) in acetonitrile (5 mL), was treated with the potassium carbonate (1.23 mmol) and 5-(azetidin-1-ylcarbonyl)-2,3-dichloropyridine (0.68 mmol), before being heated to 120° C. in a microwave reactor for 4 hours. The mixture was filtered and evaporated in vacuo before being chromatographed on silica, eluting with 0-5% methanol in ethyl acetate, to give the desired compound as a white ... Reactants: C(#N)C1=C(C=C(C=C1)N1N=C2C3=C(CCC2C1C1CCCC1)C=C(C=C3)C(=O)O)C (2-(4-cyano-3-methylphenyl)-3-cyclopentyl-3,3a,4,5-tetrahydro-2H-benzo[g]indazole-7-carboxylic acid), C(C)O.C(=O)=O (ethanol carbon dioxide), C(C)O.C(=O)=O (ethanol carbon dioxide). Yields the product C(#N)C1=C(C=C(C=C1)N1N=C2C3=C(CC[C@@H]2[C@@H]1C1CCCC1)C=C(C=C3)C(=O)O)C ((3S,3aR)-2-(4-cyano-3-methylphenyl)-3-cyclopentyl-3,3a,4,5-tetrahydro-2H-benzo[g]indazole-7-carboxylic acid). RXN SMILES: [C:1]([C:3]1[CH:8]=[CH:7][C:6]([N:9]2[CH:17]([CH:18]3[CH2:22][CH2:21][CH2:20][CH2:19]3)[CH:16]3[C:11]([C:12]4[CH:26]=[CH:25][C:24]([C:27]([OH:29])=[O:28])=[CH:23][C:13]=4[CH2:14][CH2:15]3)=[N:10]2)=[CH:5][C:4]=1[CH3:30])#[N:2].C(O)C.C(=O)=O>>[C:1]([C:3]1[CH:8]=[CH:7][C:6]([N:9]2[C@@H:17]([CH:18]3[CH2:19][CH2:20][CH2:21][CH2:22]3)[C@@H:16]3[C:11]([C:12]4[CH:26]=[CH:25][C:24]([C:27]([OH:29])=[O:28])=[CH:23][C:13]=4[CH2:14][CH2:15]3)=[N:10]2)=[CH:5][C:4]=1[CH3:30])#[N:2] |f:1.2|. Procedure: The title compound was prepared from the 2-(4-cyano-3-methylphenyl)-3-cyclopentyl-3,3a,4,5-tetrahydro-2H-benzo[g]indazole-7-carboxylic acid prepared in Example 21 using chiral resolution (e.g., Method G (Chiralcel OJ-H 30×250 mm; 50% ethanol/carbon dioxide). First eluting peak: chiral HPLC tR=2.31 minutes (Chiralcel OJ-H 4.6×250 mm; 50% ethanol/carbon dioxide)). Reactants: CC1=CC=C(C(=O)OC(C)(C)C)C=C1 (tert-butyl 4-methylbenzoate), C([O-])([O-])=O.[Na+].[Na+] (sodium carbonate), BrBr (bromine). Reaction conditions: time 30 minute. Procedure: 13.2 Grams (0.006 mole) of tert-butyl 4-methylbenzoate, 0.3 g (0.0012 mole) of benzoyl peroxide and 6 g (0.006 mole) of sodium carbonate were suspended in 100 ml of carbon tetrachloride, and 9.6 g (0.06 mole) of bromine was added dropwise at 50° C. over 30 minutes with stirring. After completion of the addition, reaction was continued for further 30 minutes. The reaction solution was then cooled and filtered to remove carbon tetrachloride-insoluble matters. Carbon tetrachloride was then removed ... RXN SMILES: [CH3:1][C:2]1[CH:14]=[CH:13][C:5]([C:6]([O:8][C:9]([CH3:12])([CH3:11])[CH3:10])=[O:7])=[CH:4][CH:3]=1.C(=O)([O-])[O-].[Na+].[Na+].[Br:21]Br>C(Cl)(Cl)(Cl)Cl.C(OOC(=O)C1C=CC=CC=1)(=O)C1C=CC=CC=1>[Br:21][CH2:1][C:2]1[CH:14]=[CH:13][C:5]([C:6]([O:8][C:9]([CH3:11])([CH3:10])[CH3:12])=[O:7])=[CH:4][CH:3]=1 |f:1.2.3|. Yield: 995.8%. Run in C(Cl)(Cl)(Cl)Cl (carbon tetrachloride). Yields the product BrCC1=CC=C(C(=O)OC(C)(C)C)C=C1 (tert-butyl 4-bromomethylbenzoate). The reagents and catalysts are C(C1=CC=CC=C1)(=O)OOC(C1=CC=CC=C1)=O (benzoyl peroxide). The reactants are CCOC(OCC)C(C)N, O=Cc1csc2ccccc12. The product is CCOC(OCC)C(C)NCc1csc2ccccc12. Reaction SMILES: [CH2:1]([CH3:2])[O:3][CH:4]([CH:5]([CH3:6])[NH2:7])[O:8][CH2:9][CH3:10].[s:11]1[c:12]2[c:13]([c:14]([CH:16]=[O:17])[cH:15]1)[cH:18][cH:19][cH:20][cH:21]2>>[CH2:1]([CH3:2])[O:3][CH:4]([CH:5]([CH3:6])[NH:7][CH2:16][c:14]1[c:13]2[c:12]([s:11][cH:15]1)[cH:21][cH:20][cH:19][cH:18]2)[O:8][CH2:9][CH3:10]. Reactants: COC1=C(C(C(=O)O)=CC(=C1OC)OC)N (3,4,5-trimethoxyanthranilic acid), NC(=O)N (urea). Run in O (water). Reaction conditions: temperature 145 celsius. The product is COC=1C=C2C(NC(NC2=C(C1OC)OC)=O)=O (6,7,8-trimethoxyquinazoline-2,4-dione). Isolated yield 45.1%. As a reaction SMILES: [CH3:1][O:2][C:3]1[C:11]([O:12][CH3:13])=[C:10]([O:14][CH3:15])[CH:9]=[C:5]([C:6]([OH:8])=O)[C:4]=1[NH2:16].[NH2:17][C:18](N)=[O:19]>O>[CH3:15][O:14][C:10]1[CH:9]=[C:5]2[C:4](=[C:3]([O:2][CH3:1])[C:11]=1[O:12][CH3:13])[NH:16][C:18](=[O:19])[NH:17][C:6]2=[O:8]. Procedure details: A mixture of 4.94 g (21.7 mmols) of 3,4,5-trimethoxyanthranilic acid and 15.15 g (249.8 mmols) of urea was heated at 145° C for an hour with stirring. After cooling, water was added and the mixture was heated at the boiling point with stirring. The solid was taken out by filtration and dried to afford 2.47 g (yield: 45%) of 6,7,8-trimethoxyquinazoline-2,4-dione. Reaction SMILES: [C:1]([CH3:2])([CH3:3])([CH3:4])[O:5][C:6]([NH:7][CH:8]1[CH2:9][CH2:10][C:11](=[O:14])[CH2:12][CH2:13]1)=[O:15].[NH:16]1[CH2:17][CH:18]([NH:20][C:21](=[O:22])[CH2:23][NH:24][C:25]([c:26]2[cH:27][c:28]([C:32]([F:33])([F:34])[F:35])[cH:29][cH:30][cH:31]2)=[O:36])[CH2:19]1>>[C:1]([CH3:2])([CH3:3])([CH3:4])[O:5][C:6]([NH:7][CH:8]1[CH2:9][CH2:10][CH:11]([N:16]2[CH2:17][CH:18]([NH:20][C:21](=[O:22])[CH2:23][NH:24][C:25]([c:26]3[cH:27][c:28]([C:32]([F:33])([F:34])[F:35])[cH:29][cH:30][cH:31]3)=[O:36])[CH2:19]2)[CH2:12][CH2:13]1)=[O:15]. The reactants are CC(C)(C)OC(=O)NC1CCC(=O)CC1, O=C(CNC(=O)c1cccc(C(F)(F)F)c1)NC1CNC1. The product is CC(C)(C)OC(=O)NC1CCC(N2CC(NC(=O)CNC(=O)c3cccc(C(F)(F)F)c3)C2)CC1. Reactants: C(C)(C)(C)OC(=O)N1CCC(CC1)=O (1-(tert-Butoxycarbonyl)-4-piperidone), FC=1C=C(N)C=CC1F (3,4-difluoroaniline). Reported procedure: 1-(tert-Butoxycarbonyl)-4-piperidone (5.00 g) and 3,4-difluoroaniline (3.09 g) was treated in the same manner as described in Preparation Example 37 to give light brown prism crystal of the title compound. RXN SMILES: [C:1]([O:5][C:6]([N:8]1[CH2:13][CH2:12][C:11](=O)[CH2:10][CH2:9]1)=[O:7])([CH3:4])([CH3:3])[CH3:2].[F:15][C:16]1[CH:17]=[C:18]([CH:20]=[CH:21][C:22]=1[F:23])[NH2:19]>>[C:1]([O:5][C:6]([N:8]1[CH2:13][CH2:12][CH:11]([NH:19][C:18]2[CH:20]=[CH:21][C:22]([F:23])=[C:16]([F:15])[CH:17]=2)[CH2:10][CH2:9]1)=[O:7])([CH3:4])([CH3:3])[CH3:2]. Yields the product C(C)(C)(C)OC(=O)N1CCC(CC1)NC1=CC(=C(C=C1)F)F (1-(tert-Butoxycarbonyl)-4-[(3,4-difluorophenyl)amino]piperidine). Reactants: C(C)(C)(C)OC(=O)N1CCN(CC1)C1=NC=C(C=C1)C1=NC(=NC=C1)NC=1C=CC=2N(C3=CC=CC=C3C2C1)CC (4-(2-(4-tert-butoxycarbonylpiperazin-1-yl)pyrid-5-yl)-N-(9-ethylcarbazol-3-yl)-2-pyrimidineamine), FC(C(=O)O)(F)F (trifluoroacetic acid). Run in ClCCl (dichloromethane). Yields the product C(C)N1C2=CC=CC=C2C=2C=C(C=CC12)NC1=NC=CC(=N1)C=1C=CC(=NC1)N1CCNCC1 (N-(9-Ethylcarbazol-3-yl)-4-(2-(1-piperazinyl)pyrid-5-yl)-2-pyrimidine-amine). Isolated yield 51.9%. As a reaction SMILES: C(OC([N:8]1[CH2:13][CH2:12][N:11]([C:14]2[CH:19]=[CH:18][C:17]([C:20]3[CH:25]=[CH:24][N:23]=[C:22]([NH:26][C:27]4[CH:28]=[CH:29][C:30]5[N:31]([CH2:40][CH3:41])[C:32]6[C:37]([C:38]=5[CH:39]=4)=[CH:36][CH:35]=[CH:34][CH:33]=6)[N:21]=3)=[CH:16][N:15]=2)[CH2:10][CH2:9]1)=O)(C)(C)C.FC(F)(F)C(O)=O>ClCCl>[CH2:40]([N:31]1[C:30]2[CH:29]=[CH:28][C:27]([NH:26][C:22]3[N:21]=[C:20]([C:17]4[CH:18]=[CH:19][C:14]([N:11]5[CH2:10][CH2:9][NH:8][CH2:13][CH2:12]5)=[N:15][CH:16]=4)[CH:25]=[CH:24][N:23]=3)=[CH:39][C:38]=2[C:37]2[C:32]1=[CH:33][CH:34]=[CH:35][CH:36]=2)[CH3:41]. Procedure details: A solution of 4-(2-(4-tert-butoxycarbonylpiperazin-1-yl)pyrid-5-yl)-N-(9-ethylcarbazol-3-yl)-2-pyrimidineamine (65 mg, 0.12 mmol) in dichloromethane (2 ml) was treated with trifluoroacetic acid (2 ml). After 2h the mixture was evaporated and the residue reconcentrated five times from dichloromethane then three times from diethyl ether. The residue was subjected to column chromatography (silica, 0.88 ammonia solution-methanol-dichloromethane 1:5:94) to afford the title compound (28 mg) as a pale ...